This data is from the Open Reaction Database (ORD), a public repository of structured organic reaction records. The task is: describe an organic reaction: reactants, conditions, products, and yield Starting materials: CCOC(=O)C(F)(F)F, ClCCl, NCC1CCNCC1. The product is NC(C(=O)C(F)(F)F)C1CCNCC1. RXN SMILES: [CH2:9]([O:11][C:12](=[O:10])[C:13]([F:14])([F:15])[F:16])[CH3:17].[Cl:18][CH2:19][Cl:20].[NH2:1][CH2:2][CH:3]1[CH2:4][CH2:5][NH:6][CH2:7][CH2:8]1>>[NH2:1][CH:2]([CH:3]1[CH2:4][CH2:5][NH:6][CH2:7][CH2:8]1)[C:12](=[O:11])[C:13]([F:14])([F:15])[F:16]. Starting materials: N[C@H]([C@H](O)C1=CC=CC=C1)C(C)C ((1R,2S)-2-amino-1-phenyl-3-methyl-butanol), N[C@H]([C@H](O)C1=CC=CC=C1)C1=CC=CC=C1 ((1R,2S)-2-amino-1,2-diphenyl-ethanol), CCCCCC (n-Hexane). The solvent is CCOC(=O)C (EtOAc). The product is C1(=CC=CC=C1)[C@H]([C@@H](N1CCCC1)C1=CC=CC=C1)O ((1R,2S)-1,2-Diphenyl-2-pyrrolidine-1-yl-ethanol). The yield is 93.0%. As a reaction SMILES: N[C@@H:2]([CH:11](C)C)[C@@H:3]([C:5]1C=CC=CC=1)O.[NH2:14][C@@H:15]([C:24]1[CH:29]=[CH:28][CH:27]=[CH:26][CH:25]=1)[C@@H:16]([C:18]1[CH:23]=[CH:22][CH:21]=[CH:20][CH:19]=1)[OH:17].CCCCCC>CCOC(C)=O>[C:18]1([C@@H:16]([OH:17])[C@H:15]([C:24]2[CH:29]=[CH:28][CH:27]=[CH:26][CH:25]=2)[N:14]2[CH2:5][CH2:3][CH2:2][CH2:11]2)[CH:23]=[CH:22][CH:21]=[CH:20][CH:19]=1. Procedure details: Repeat Step (a) of EXAMPLE 6, but replace (1R,2S)-2-amino-1-phenyl-3-methyl-butanol with (1R,2S)-2-amino-1,2-diphenyl-ethanol. Column chromatography (Silica gel, eluent is n-Hexane:EtOAc=5:1) is used to purify the coarse product and a white solid (1.24 g) is obtained. The yield is 93% and the other analysis includes: Starting materials: C1(CC1)C(C)N1C(C(=C(C=C1)OC)C#N)=O (1-(1-cyclopropylethyl)-4-methoxy-2-oxo-1,2-dihydropyridine-3-carbonitrile), BrN1C(CCC1=O)=O (N-bromosuccinimide). Solvent: CN(C=O)C (N,N-dimethylformamide). Conditions: temperature 60 celsius, time 16 hour. Yields the product BrC=1C(=C(C(N(C1)C(C)C1CC1)=O)C#N)OC (5-bromo-1-(1-cyclopropylethyl)-4-methoxy-2-oxo-1,2-dihydropyridine-3-carbonitrile). Isolated yield 81.8%. Reaction SMILES: [CH:1]1([CH:4]([N:6]2[CH:11]=[CH:10][C:9]([O:12][CH3:13])=[C:8]([C:14]#[N:15])[C:7]2=[O:16])[CH3:5])[CH2:3][CH2:2]1.[Br:17]N1C(=O)CCC1=O>CN(C)C=O>[Br:17][C:10]1[C:9]([O:12][CH3:13])=[C:8]([C:14]#[N:15])[C:7](=[O:16])[N:6]([CH:4]([CH:1]2[CH2:3][CH2:2]2)[CH3:5])[CH:11]=1. Procedure details: A mixture of 1-(1-cyclopropylethyl)-4-methoxy-2-oxo-1,2-dihydropyridine-3-carbonitrile obtained in Step A of Example 163 (2.45 g), N-bromosuccinimide (3.00 g) and N,N-dimethylformamide (50 mL) was stirred at 60° C. for 16 hr. The reaction mixture was cooled to room temperature, and the solvent was evaporated under reduced pressure. The residue was purified by silica gel column chromatography (hexane/ethyl acetate) to give the title compound (2.73 g). Isolated yield 50.4%. Run at time 3 hour. RXN SMILES: [F:1][C:2]1[CH:7]=[CH:6][CH:5]=[CH:4][C:3]=1[N:8]1[C:12]([C:13]2[CH:18]=[C:17]([CH2:19][O:20][C@H:21]([CH3:26])[C:22]([F:25])([F:24])[F:23])[CH:16]=[C:15]([F:27])[CH:14]=2)=[CH:11][C:10]([NH2:28])=[N:9]1.[O:29]=[C:30]1[NH:34][CH2:33][C@@H:32]([C:35](O)=[O:36])[CH2:31]1.CCN=C=NCCCN(C)C.Cl.O>CN(C)C=O>[F:1][C:2]1[CH:7]=[CH:6][CH:5]=[CH:4][C:3]=1[N:8]1[C:12]([C:13]2[CH:18]=[C:17]([CH2:19][O:20][C@H:21]([CH3:26])[C:22]([F:23])([F:24])[F:25])[CH:16]=[C:15]([F:27])[CH:14]=2)=[CH:11][C:10]([NH:28][C:35]([C@H:32]2[CH2:31][C:30](=[O:29])[NH:34][CH2:33]2)=[O:36])=[N:9]1 |f:2.3|. Run in CN(C=O)C (dimethylformamide). Starting materials: O (water), FC1=C(C=CC=C1)N1N=C(C=C1C1=CC(=CC(=C1)CO[C@@H](C(F)(F)F)C)F)N (1-(2-fluorophenyl)-5-[3-fluoro-5-((R)-2,2,2-trifluoro-1-methylethoxymethyl)phenyl]-1H-pyrazol-3-ylamine), CCN=C=NCCCN(C)C.Cl (WSC.HCl), O=C1C[C@@H](CN1)C(=O)O ((S)-5-oxopyrrolidine-3-carboxylic acid). Procedure: To a solution of 1-(2-fluorophenyl)-5-[3-fluoro-5-((R)-2,2,2-trifluoro-1-methylethoxymethyl)phenyl]-1H-pyrazol-3-ylamine (about 0.125 mmol) prepared in the previous step in dimethylformamide (0.5 ml) were sequentially added (S)-5-oxopyrrolidine-3-carboxylic acid (18 mg) prepared in Preparation 14 and WSC.HCl (29 mg) at room temperature, and the mixture was stirred for 3 hours. To this reaction mixture was added water, and the mixture was extracted with ethyl acetate. This organic layer was conce... Yields the product FC1=C(C=CC=C1)N1N=C(C=C1C1=CC(=CC(=C1)CO[C@@H](C(F)(F)F)C)F)NC(=O)[C@@H]1CNC(C1)=O ((S)-5-Oxopyrrolidine-3-carboxylic acid{1-(2-fluorophenyl)-5-[3-fluoro-5-((R)-2,2,2-trifluoro-1-methylethoxymethyl)phenyl]-1H-pyrazol-3-yl}amide). The reactants are CCS(=O)(=O)N1CCC(C#N)(CC2CCOCC2)CC1, CO, N, O. Reaction SMILES: [CH2:1]([CH3:2])[S:3](=[O:4])(=[O:5])[N:6]1[CH2:7][CH2:8][C:9]([C:12]#[N:13])([CH2:14][CH:15]2[CH2:16][CH2:17][O:18][CH2:19][CH2:20]2)[CH2:10][CH2:11]1.[CH3:23][OH:24].[NH3:21].[OH2:22]>>[CH2:1]([CH3:2])[S:3](=[O:4])(=[O:5])[N:6]1[CH2:7][CH2:8][C:9]([CH2:12][NH2:13])([CH2:14][CH:15]2[CH2:16][CH2:17][O:18][CH2:19][CH2:20]2)[CH2:10][CH2:11]1. Product: CCS(=O)(=O)N1CCC(CN)(CC2CCOCC2)CC1. As a reaction SMILES: [C:13]([CH3:14])([CH3:15])([CH3:16])[O:17][C:18](=[O:19])[N:20]1[CH2:21][CH2:22][CH:23]([NH2:26])[CH2:24][CH2:25]1.[CH:27]([N:28]([CH2:29][CH3:30])[CH:31]([CH3:32])[CH3:33])([CH3:34])[CH3:35].[Cl:1][c:2]1[c:3]([N+:10](=[O:11])[O-:12])[cH:4][c:5]([CH3:9])[c:6]([F:8])[cH:7]1.[Cl:36][CH2:37][Cl:38]>>[c:2]1([NH:26][CH:23]2[CH2:22][CH2:21][N:20]([C:18]([O:17][C:13]([CH3:14])([CH3:15])[CH3:16])=[O:19])[CH2:25][CH2:24]2)[c:3]([N+:10](=[O:11])[O-:12])[cH:4][c:5]([CH3:9])[c:6]([F:8])[cH:7]1. The product is Cc1cc([N+](=O)[O-])c(NC2CCN(C(=O)OC(C)(C)C)CC2)cc1F. The reactants are CC(C)(C)OC(=O)N1CCC(N)CC1, CCN(C(C)C)C(C)C, Cc1cc([N+](=O)[O-])c(Cl)cc1F, ClCCl. The reactants are CC(C)(C)O, CC(C)(C)[O-], CC(=O)O, COC(=O)N(C)C1CN(C(=O)Nc2ccc(OC(F)(F)F)cc2)N=C1c1ccc(OC(F)F)cc1, [K+], C1CCOC1. Yields the product COC(=O)N(C)C1CN(C(=O)Nc2ccc(OC(F)(F)F)cc2)N=C1c1ccc(O)cc1. Reaction SMILES: [C:36]([OH:37])([CH3:38])([CH3:39])[CH3:40].[CH3:41][C:42]([CH3:43])([O-:44])[CH3:45].[CH3:47][C:48](=[O:49])[OH:50].[F:1][C:2]([O:3][c:4]1[cH:5][cH:6][c:7]([NH:10][C:11](=[O:12])[N:13]2[N:14]=[C:15]([c:24]3[cH:25][cH:26][c:27]([O:30][CH:31]([F:32])[F:33])[cH:28][cH:29]3)[CH:16]([N:18]([C:19](=[O:20])[O:21][CH3:22])[CH3:23])[CH2:17]2)[cH:8][cH:9]1)([F:34])[F:35].[K+:46].[O:51]1[CH2:52][CH2:53][CH2:54][CH2:55]1>>[F:1][C:2]([O:3][c:4]1[cH:5][cH:6][c:7]([NH:10][C:11](=[O:12])[N:13]2[N:14]=[C:15]([c:24]3[cH:25][cH:26][c:27]([OH:30])[cH:28][cH:29]3)[CH:16]([N:18]([C:19](=[O:20])[O:21][CH3:22])[CH3:23])[CH2:17]2)[cH:8][cH:9]1)([F:34])[F:35]. RXN SMILES: [C:27]([CH3:28])([CH3:29])([CH3:30])[OH:31].[CH3:32][N:33]([CH3:34])[c:35]1[cH:36][cH:37][n:38][cH:39][cH:40]1.[Cl:41][CH2:42][Cl:43].[c:1]1(-[c:21]2[cH:22][cH:23][cH:24][cH:25][cH:26]2)[cH:2][cH:3][c:4]([CH2:7][CH:8]([CH2:9][C:10](=[O:11])[OH:12])[NH:13][C:14](=[O:15])[O:16][C:17]([CH3:18])([CH3:19])[CH3:20])[cH:5][cH:6]1>>[c:1]1(-[c:21]2[cH:22][cH:23][cH:24][cH:25][cH:26]2)[cH:2][cH:3][c:4]([CH2:7][CH:8]([CH2:9][C:10](=[O:11])[O:12][C:27]([CH3:28])([CH3:29])[CH3:30])[NH:13][C:14](=[O:15])[O:16][C:17]([CH3:18])([CH3:19])[CH3:20])[cH:5][cH:6]1. Reactants: CC(C)(C)O, CN(C)c1ccncc1, ClCCl, CC(C)(C)OC(=O)NC(CC(=O)O)Cc1ccc(-c2ccccc2)cc1. The product is CC(C)(C)OC(=O)CC(Cc1ccc(-c2ccccc2)cc1)NC(=O)OC(C)(C)C. The reactants are [OH-].[K+] (KOH), C(C1=CC=CC=C1)OC1=CC=C2C(C(=C(OC2=C1C=O)C(C)C)C1=CC=C(C=C1)Cl)=O (7-benzyloxy-3-(4-chlorophenyl)-2-isopropyl-4-oxo-4H-chromene-8-carbaldehyde), ClC1=CC(=CC=C1)C(=O)OO (m-chloroperbenzoic acid). The solvent is CO (methanol), C(Cl)Cl (CH2Cl2), CCCCCC.C(C)(=O)OCC (hexane ethyl acetate). Conditions: temperature 50 celsius, time 4 hour. Yields the product C(C1=CC=CC=C1)OC1=CC=C2C(C(=C(OC2=C1O)C(C)C)C1=CC=C(C=C1)Cl)=O (7-Benzyloxy-3-(4-chlorophenyl)-8-hydroxy-2-isopropyl-chromen-4-one). As a reaction SMILES: [CH2:1]([O:8][C:9]1[C:18](C=O)=[C:17]2[C:12]([C:13](=[O:31])[C:14]([C:24]3[CH:29]=[CH:28][C:27]([Cl:30])=[CH:26][CH:25]=3)=[C:15]([CH:21]([CH3:23])[CH3:22])[O:16]2)=[CH:11][CH:10]=1)[C:2]1[CH:7]=[CH:6][CH:5]=[CH:4][CH:3]=1.ClC1C=CC=C(C(OO)=[O:40])C=1.[OH-].[K+]>C(Cl)Cl.CO.CCCCCC.C(OCC)(=O)C>[CH2:1]([O:8][C:9]1[C:18]([OH:40])=[C:17]2[C:12]([C:13](=[O:31])[C:14]([C:24]3[CH:29]=[CH:28][C:27]([Cl:30])=[CH:26][CH:25]=3)=[C:15]([CH:21]([CH3:22])[CH3:23])[O:16]2)=[CH:11][CH:10]=1)[C:2]1[CH:7]=[CH:6][CH:5]=[CH:4][CH:3]=1 |f:2.3,6.7|. Procedure details: To a solution of 7-benzyloxy-3-(4-chlorophenyl)-2-isopropyl-4-oxo-4H-chromene-8-carbaldehyde (8.03 g, 18.6 mmol) in CH2Cl2 (200 ml) is added m-chloroperbenzoic acid (9.24 g, 53.5 mmol). The reaction mixture is stirred at 50° C. for 4 h, washed with saturated NaHCO3 solution, dried (MgSO4) and concentrated in vacuo to give a yellow oil. To a solution of the oil in methanol (350 ml) is added aqueous KOH solution (10%, 35 ml), and the mixture is stirred at room temperature overnight. The mixture is... Starting materials: CC(C=CC)O (pent-3-en-2-ol), C(=CCCC)O.C(CCCC)O (pentenol pentanol), C(C)O (ethanol), [H][H] (hydrogen). Reagents/catalysts: [Pd] (palladium on carbon). The product is CC1(C(CC=C1C)CCCC(C)O)C (5-(2,2,3-trimethylcyclopent-3-en-1-yl)-pentan-2-ol). Yield: 77.7%. As a reaction SMILES: [CH3:1][CH:2]([OH:6])[CH:3]=[CH:4][CH3:5].[CH:7](O)=[CH:8][CH2:9][CH2:10][CH3:11].[CH2:13](O)[CH2:14]CCC.[H][H].[CH2:21](O)C>[Pd]>[CH3:11][C:10]1([CH3:21])[C:13]([CH3:14])=[CH:7][CH2:8][CH:9]1[CH2:5][CH2:4][CH2:3][CH:2]([OH:6])[CH3:1] |f:1.2|. Procedure details: A mixture of 0.6 g of 5% palladium on carbon, 44.1 g (0.15 moles of the pent-3-en-2-ol) of the above pentenol/pentanol mixture and 50 ml of ethanol was hydrogenated at 25°-45° C and 35-52 psi until hydrogen uptake ceased. The mixture was filtered to remove the catalyst and the solvent was removed from the filtrate by distillation. The residual oil was fractionally distilled to yield 5-(2,2,3-trimethylcyclopent-3-en-1-yl)-pentan-2-ol 30.1 g (77.7% yield); bp 105-108° C (1.5 mm); mol wt. 196 (ms);...